The task is: describe an organic reaction: reactants, conditions, products, and yield. This data is from the Open Reaction Database (ORD), a public repository of structured organic reaction records. The reactants are O=C(O)c1cc(Br)ncc1F, O=C([O-])[O-], CN(C)C=O, CCI, [K+], [K+], O. Product: CCOC(=O)c1cc(Br)ncc1F. As a reaction SMILES: [Br:1][c:2]1[cH:3][c:4]([C:5](=[O:6])[OH:7])[c:8]([F:11])[cH:9][n:10]1.[C:12](=[O:13])([O-:14])[O-:15].[CH3:22][N:23]([CH3:24])[CH:25]=[O:26].[I:18][CH2:19][CH3:20].[K+:16].[K+:17].[OH2:21]>>[Br:1][c:2]1[cH:3][c:4]([C:5]([O:6][CH2:19][CH3:20])=[O:7])[c:8]([F:11])[cH:9][n:10]1. The product is [Si](C)(C)(C(C)(C)C)OCCNCC=1C=C2C=CN(C2=CC1)C(=O)OC(C)(C)C (5-{[2-(tert-butyldimethylsilyloxy)ethyl]aminomethyl}-1-(tert-butoxycarbonyl)indole). As a reaction SMILES: N1C=CN=C1.[Si:6](Cl)([C:9]([CH3:12])([CH3:11])[CH3:10])([CH3:8])[CH3:7].[OH:14][CH2:15][CH2:16][NH:17][CH2:18][C:19]1[CH:20]=[C:21]2[C:25](=[CH:26][CH:27]=1)[N:24]([C:28]([O:30][C:31]([CH3:34])([CH3:33])[CH3:32])=[O:29])[CH:23]=[CH:22]2>CN(C=O)C>[Si:6]([O:14][CH2:15][CH2:16][NH:17][CH2:18][C:19]1[CH:20]=[C:21]2[C:25](=[CH:26][CH:27]=1)[N:24]([C:28]([O:30][C:31]([CH3:34])([CH3:33])[CH3:32])=[O:29])[CH:23]=[CH:22]2)([C:9]([CH3:12])([CH3:11])[CH3:10])([CH3:8])[CH3:7]. Reactants: N1C=NC=C1 (imidazole), [Si](C)(C)(C(C)(C)C)Cl (tert-butyl dimethylsilylchloride), OCCNCC=1C=C2C=CN(C2=CC1)C(=O)OC(C)(C)C (5-[(2-hydroxyethyl)aminomethyl]-1-(tert-butoxycarbonyl)indole). Solvent: CN(C)C=O (DMF). The yield is 86.0%. Reported procedure: In a similar manner to Step 1 of Reference Example 18, 5-[(2-hydroxyethyl)aminomethyl]-1-(tert-butoxycarbonyl)indole (5.40 g) was dissolved in DMF (50 mL) and the solution was treated with imidazole (940 mg, 13.8 mmol) and tert-butyl dimethylsilylchloride (2.08 g, 13.8 mmol), followed by purification by slurry using diisopropyl ether and hexane to obtain 5-{[2-(tert-butyldimethylsilyloxy)ethyl]aminomethyl}-1-(tert-butoxycarbonyl)indole (4.80 g, yield 86%, 2 steps). Solvent: O (water), C(C)(=O)O (acetic acid). The reactants are C(C)(=O)OC1C(C(CC1N1C(=NC2=C1C=C(C(=C2)Cl)Cl)I)COC(C)=O)OC(C)=O (3-(acetoxymethyl)-5-(5,6-dichloro-2-iodo-1H-benzimidazol-1-yl)-1,2-cyclopentanediyl diacetate), CO (methanol), C(C)O (ethanol), C([O-])([O-])=O.[Na+].[Na+] (Sodium carbonate). Reported procedure: Sodium carbonate (40 mg, 0.37 mmol) was dissolved in water (0.7 mL) and methanol (3 mL) and ethanol (3 mL) were added. To this stirred mixture was added (±)(1R*, 2S*, 3S*, 5S*)-3-(acetoxymethyl)-5-(5,6-dichloro-2-iodo-1H-benzimidazol-1-yl)-1,2-cyclopentanediyl diacetate (215 mg, 0.37 mmol). After 2 hours at ambient temperature, acetic acid was added to adjust the pH to 7 and volatiles were evaporated in vacuo. Resolidification of the residual solid from 3:1 ethanol-water gave (±)-(1R*, 2S*, 3S*,... RXN SMILES: C(=O)([O-])[O-].[Na+].[Na+].CO.C(O)C.C([O:15][CH:16]1[CH:20]([N:21]2[C:25]3[CH:26]=[C:27]([Cl:31])[C:28]([Cl:30])=[CH:29][C:24]=3[N:23]=[C:22]2[I:32])[CH2:19][CH:18]([CH2:33][O:34]C(=O)C)[CH:17]1[O:38]C(=O)C)(=O)C>O.C(O)(=O)C>[Cl:30][C:28]1[C:27]([Cl:31])=[CH:26][C:25]2[N:21]([CH:20]3[CH:16]([OH:15])[CH:17]([OH:38])[CH:18]([CH2:33][OH:34])[CH2:19]3)[C:22]([I:32])=[N:23][C:24]=2[CH:29]=1 |f:0.1.2|. Run at time 2 hour. Yield: 93.3%. Yields the product ClC1=CC2=C(N(C(=N2)I)C2CC(C(C2O)O)CO)C=C1Cl (5-(5,6-dichloro-2-iodo-1H-benzimidazol-1-yl)-3-(hydroxymethyl)-1,2-cyclopentanediol). Reactants: CC(=O)OC(C)=O, O=Cc1ccc(O)c(Cl)c1, ClCCl, c1ccncc1. The product is CC(=O)Oc1ccc(C=O)cc1Cl. As a reaction SMILES: [CH3:17][C:18](=[O:19])[O:20][C:21](=[O:22])[CH3:23].[Cl:1][c:2]1[cH:3][c:4]([CH:5]=[O:6])[cH:7][cH:8][c:9]1[OH:10].[Cl:24][CH2:25][Cl:26].[cH:11]1[cH:12][cH:13][n:14][cH:15][cH:16]1>>[Cl:1][c:2]1[cH:3][c:4]([CH:5]=[O:6])[cH:7][cH:8][c:9]1[O:10][C:18]([CH3:17])=[O:19]. Starting materials: [Cl-].[Al+3].[Cl-].[Cl-] (aluminum chloride), C=1C=CC2=C(C1)NC(=O)O2 (benzoxazolinone), ClCCC(=O)Cl (3-chloropropionic acid chloride). The solvent is CN(C=O)C (dimethylformamide). Yields the product ClCCC(=O)C1=CC2=C(NC(O2)=O)C=C1 (6-(3-Chloropropionyl)Benzoxazolinone). RXN SMILES: [Cl-].[Al+3].[Cl-].[Cl-].[CH:5]1[CH:6]=[CH:7][C:8]2[O:14][C:12](=[O:13])[NH:11][C:9]=2[CH:10]=1.[Cl:15][CH2:16][CH2:17][C:18](Cl)=[O:19]>CN(C)C=O>[Cl:15][CH2:16][CH2:17][C:18]([C:6]1[CH:5]=[CH:10][C:9]2[NH:11][C:12](=[O:13])[O:14][C:8]=2[CH:7]=1)=[O:19] |f:0.1.2.3|. Reported procedure: 56.1 g (0.42 mole) of aluminum chloride are weighed into a ground-necked flask, 10 cm3 of dimethylformamide are then added using a dropping funnel and the mixture is left stirring until it becomes homogeneous. 8.1 g (0.06 mole) of benzoxazolinone are then added and the mixture is left stirring for 10 minutes before adding 7 cm3 (0.072 mole) of 3-chloropropionic acid chloride. This mixture is maintained in an oil bath at 80°-85° C. for approximately 2 hours 30 minutes. After cooling, the reaction...